From a dataset of the Open Reaction Database (ORD), a public repository of structured organic reaction records. describe an organic reaction: reactants, conditions, products, and yield Starting materials: COC1=C(C=C(C=C1)C)B(O)O (2-methoxy-5-methylphenylboronic acid), CC1(C=C(CC(C1)(C)C)OS(=O)(=O)C(F)(F)F)C (trifluoromethanesulfonic acid 3,3,5,5-tetramethylcyclohex-1-enyl ester), COCCOC (1,2-dimethoxyethane), aqueous solution, C([O-])([O-])=O.[Na+].[Na+] (sodium carbonate). The reagents and catalysts are C=1C=CC(=CC1)[P](C=2C=CC=CC2)(C=3C=CC=CC3)[Pd]([P](C=4C=CC=CC4)(C=5C=CC=CC5)C=6C=CC=CC6)([P](C=7C=CC=CC7)(C=8C=CC=CC8)C=9C=CC=CC9)[P](C=1C=CC=CC1)(C=1C=CC=CC1)C=1C=CC=CC1 (tetrakis(triphenylphosphine)palladium(0)). The solvent is C(C)(=O)OCC (ethyl acetate), [Cl-].[Na+].O (Brine). Reaction conditions: temperature 90 celsius, time 3 hour. Product: COC1=C(C=C(C=C1)C)C1=CC(CC(C1)(C)C)(C)C (1-Methoxy-4-methyl-2-(3,3,5,5-tetramethylcyclohex-1-enyl)benzene). Isolated yield 64.3%. RXN SMILES: [CH3:1][O:2][C:3]1[CH:8]=[CH:7][C:6]([CH3:9])=[CH:5][C:4]=1B(O)O.[CH3:13][C:14]1([CH3:30])[CH2:19][C:18]([CH3:21])([CH3:20])[CH2:17][C:16](OS(C(F)(F)F)(=O)=O)=[CH:15]1.COCCOC.C(=O)([O-])[O-].[Na+].[Na+]>[Cl-].[Na+].O.C1C=CC([P]([Pd]([P](C2C=CC=CC=2)(C2C=CC=CC=2)C2C=CC=CC=2)([P](C2C=CC=CC=2)(C2C=CC=CC=2)C2C=CC=CC=2)[P](C2C=CC=CC=2)(C2C=CC=CC=2)C2C=CC=CC=2)(C2C=CC=CC=2)C2C=CC=CC=2)=CC=1.C(OCC)(=O)C>[CH3:1][O:2][C:3]1[CH:8]=[CH:7][C:6]([CH3:9])=[CH:5][C:4]=1[C:16]1[CH2:17][C:18]([CH3:21])([CH3:20])[CH2:19][C:14]([CH3:30])([CH3:13])[CH:15]=1 |f:3.4.5,6.7.8,^1:49,51,70,89|. Procedure details: To a mixture of 2-methoxy-5-methylphenylboronic acid (1 g, 6.02 mmol), trifluoromethanesulfonic acid 3,3,5,5-tetramethylcyclohex-1-enyl ester (1.9 g, 6.62 mmol) produced in Example (4a) and 1,2-dimethoxyethane (30 mL) were added tetrakis(triphenylphosphine)palladium(0) (0.35 g, 0.30 mmol) and 2N aqueous solution of sodium carbonate (9.0 mL, 18.0 mmol), followed by stirring for 3 hours at an external temperature of 90° C. under a nitrogen atmosphere. Brine was added to the reaction mixture and ex... The reactants are ester, C(C1=CC=CC=C1)OC1=CC=C(C=C1)CC(C(=O)O)OCC (3-[4-(benzyloxy)phenyl]-2-ethoxypropanoic acid), CC(C)O (2-propanol). Yields the product C(C1=CC=CC=C1)OC1=CC=C(C=C1)CC(C(=O)OC(C)C)OCC (2-Propyl (2RS) 3-[4-(benzyloxy)phenyl]-2-ethoxypropanoate). RXN SMILES: [CH2:1]([O:8][C:9]1[CH:14]=[CH:13][C:12]([CH2:15][CH:16]([O:20][CH2:21][CH3:22])[C:17]([OH:19])=[O:18])=[CH:11][CH:10]=1)[C:2]1[CH:7]=[CH:6][CH:5]=[CH:4][CH:3]=1.[CH3:23][CH:24](O)[CH3:25]>>[CH2:1]([O:8][C:9]1[CH:10]=[CH:11][C:12]([CH2:15][CH:16]([O:20][CH2:21][CH3:22])[C:17]([O:19][CH:24]([CH3:25])[CH3:23])=[O:18])=[CH:13][CH:14]=1)[C:2]1[CH:7]=[CH:6][CH:5]=[CH:4][CH:3]=1. Procedure: The ester can be prepared by acid catalysed esterification of 3-[4-(benzyloxy)phenyl]-2-ethoxypropanoic acid with/in 2-propanol. Isocratic HPLC method 2 (4.96 min.): 98.4%. Starting materials: ClC1=NC=CC(=N1)Cl (2,4-dichloro-pyrimidine), C(C)(C)(C)OC(=O)N1CCC(CC1)N (4-amino-piperidine-1-carboxylic acid tert-butyl ester). Solvent: CN(C)C=O (DMF). The product is C(C)(C)(C)OC(=O)N1CCC(CC1)NC1=NC(=NC=C1)Cl (4-(2-Chloro-pyrimidin-4-ylamino)-piperidine-1-carboxylic acid tert-butyl ester). As a reaction SMILES: [Cl:1][C:2]1[N:7]=[C:6](Cl)[CH:5]=[CH:4][N:3]=1.[C:9]([O:13][C:14]([N:16]1[CH2:21][CH2:20][CH:19]([NH2:22])[CH2:18][CH2:17]1)=[O:15])([CH3:12])([CH3:11])[CH3:10]>CN(C=O)C>[C:9]([O:13][C:14]([N:16]1[CH2:21][CH2:20][CH:19]([NH:22][C:6]2[CH:5]=[CH:4][N:3]=[C:2]([Cl:1])[N:7]=2)[CH2:18][CH2:17]1)=[O:15])([CH3:12])([CH3:10])[CH3:11]. Procedure details: A mixture of 2,4-dichloro-pyrimidine (4.0 g, 26.85 mmol, 1.0 equiv; commercially available) and 4-amino-piperidine-1-carboxylic acid tert-butyl ester (6.45 g, 32.22 mmol, 1.2 equiv) in anhydrous DMF (100 mL) was stirred at rt for 18 h. The organic phase was concentrated under reduced pressure and the crude reaction mixture purified with silica column chromatography using a MPLC system (CombiFlash Companion, Isco Inc.) eluting with a gradient of heptane/ethyl acetate providing 3.2 g (38%) of the ... Starting materials: C(CC(O)(C(=O)O)CC(=O)O)(=O)O (citric acid), C(C)(=O)O[C@@H]1CC2=CC[C@H]3[C@]4(C=CC([C@@]4(C)CC[C@@H]3[C@]2(CC1)C)=O)O (3β-acetoxy-14β-hydroxyandrosta-5,15-dien-17-one), ClCOCC (ethyl chloromethyl ether), C(C)(C)N(CC)C(C)C (diisopropylethylamine). Run in ClCCl (dichloromethane). Yields the product C(C)(=O)O[C@@H]1CC2=CC[C@H]3[C@]4(C=CC([C@@]4(C)CC[C@@H]3[C@]2(CC1)C)=O)OCOCC (3β-acetoxy-14β-ethoxymethoxyandrosta-5,15-dien-17-one). Reaction SMILES: [C:1]([O:4][C@H:5]1[CH2:22][CH2:21][C@@:20]2([CH3:23])[C:7](=[CH:8][CH2:9][C@@H:10]3[C@@H:19]2[CH2:18][CH2:17][C@@:15]2([CH3:16])[C@:11]3([OH:25])[CH:12]=[CH:13][C:14]2=[O:24])[CH2:6]1)(=[O:3])[CH3:2].Cl[CH2:27][O:28][CH2:29][CH3:30].C(N(C(C)C)CC)(C)C.C(O)(=O)CC(CC(O)=O)(C(O)=O)O>ClCCl>[C:1]([O:4][C@H:5]1[CH2:22][CH2:21][C@@:20]2([CH3:23])[C:7](=[CH:8][CH2:9][C@@H:10]3[C@@H:19]2[CH2:18][CH2:17][C@@:15]2([CH3:16])[C@:11]3([O:25][CH2:27][O:28][CH2:29][CH3:30])[CH:12]=[CH:13][C:14]2=[O:24])[CH2:6]1)(=[O:3])[CH3:2]. Procedure details: A solution of 9.20 g of 3β-acetoxy-14β-hydroxyandrosta-5,15-dien-17-one (G. Groszek et al., Bull. Pol. Acad. Sci., Chem., 34, 1986, 313), 11 ml of ethyl chloromethyl ether, 54 ml of diisopropylethylamine in 750 ml of dichloromethane was heated at reflux for 24 hrs. The solution was then cooled and poured into 500 ml of aq. 8% citric acid solution. The lower layer was separated, washed with water, dried over sodium sulfate and avaporated to dryness. The crude product was purified by chromatograph... Starting materials: C(C)OC(CCC(=O)N1CCN(CC1)C(=O)OC(C)(C)C)=O (tert-butyl 4-(4-ethoxy-4-oxobutanoyl)piperazine-1-carboxylate), Cl.C(C)(=O)OCC (hydrogen chloride ethyl acetate). Product: Cl.O=C(CCC(=O)OCC)N1CCNCC1 (ethyl 4-oxo-4-(piperazin-1-yl)butanoate hydrochloride). As a reaction SMILES: [CH2:1]([O:3][C:4](=[O:22])[CH2:5][CH2:6][C:7]([N:9]1[CH2:14][CH2:13][N:12](C(OC(C)(C)C)=O)[CH2:11][CH2:10]1)=[O:8])[CH3:2].[ClH:23].C(OCC)(=O)C>>[ClH:23].[O:8]=[C:7]([N:9]1[CH2:10][CH2:11][NH:12][CH2:13][CH2:14]1)[CH2:6][CH2:5][C:4]([O:3][CH2:1][CH3:2])=[O:22] |f:1.2,3.4|. Reported procedure: By using 1.2 g of tert-butyl 4-(4-ethoxy-4-oxobutanoyl)piperazine-1-carboxylate and 1.0 mL of 4.0 M hydrogen chloride/ethyl acetate solution, the reaction similar to Preparation Example 35 was performed, thereby obtaining 900 mg of ethyl 4-oxo-4-(piperazin-1-yl)butanoate hydrochloride. Starting materials: ice water, CC1=CC=C(CNC=2C3=CC=CC=C3N=C3CCCC(C23)=O)C=C1 (3,4-Dihydro-9-(4-methylbenzylamino)acridin-1(2H)-one), [H-].[Al+3].[Li+].[H-].[H-].[H-] (lithium aluminum hydride). Run in C1CCOC1 (THF), C1CCOC1 (THF). The product is CC1=CC=C(CNC=2C3=CC=CC=C3N=C3CCCC(C23)O)C=C1 (9-(4-Methylbenzylamino)-1,2,3,4-tetrahydroacridin-1-ol). Reaction SMILES: [CH3:1][C:2]1[CH:24]=[CH:23][C:5]([CH2:6][NH:7][C:8]2[C:9]3[C:14]([N:15]=[C:16]4[C:21]=2[C:20](=[O:22])[CH2:19][CH2:18][CH2:17]4)=[CH:13][CH:12]=[CH:11][CH:10]=3)=[CH:4][CH:3]=1.[H-].[Al+3].[Li+].[H-].[H-].[H-]>C1COCC1>[CH3:1][C:2]1[CH:3]=[CH:4][C:5]([CH2:6][NH:7][C:8]2[C:9]3[C:14]([N:15]=[C:16]4[C:21]=2[CH:20]([OH:22])[CH2:19][CH2:18][CH2:17]4)=[CH:13][CH:12]=[CH:11][CH:10]=3)=[CH:23][CH:24]=1 |f:1.2.3.4.5.6|. Procedure details: 3,4-Dihydro-9-(4-methylbenzylamino)acridin-1(2H)-one (5.71 g) was dissolved in 100 ml of dry THF, chilled with ice-water, and then 9.0 ml of 1M lithium aluminum hydride in THF was added. After 15 minutes the reaction was quenched by the sequential addition of 0.4 ml of water, 0.4 ml of 15% sodium hydroxide, and 1.2 ml of water. The inorganic salts were filtered off and washed with warm THF and then the combined organic phase was evaporated and the residue recrystallized from dichloromethane-pent... Starting materials: BrC1=C2CCC(C2=CC=C1)=O (4-bromoindanone), BrCC(=O)OCC (ethyl 2-bromoacetate). Run in [Li+].C[Si](C)(C)[N-][Si](C)(C)C (LiHMDS). Reaction conditions: temperature 0 celsius. The product is COC(CC1C(C2=CC=CC(=C2C1)Br)=O)=O ((1-Oxo-4-bromo-indan-2-yl)-acetic acid methyl ester). Yield: 91.8%. As a reaction SMILES: [Br:1][C:2]1[CH:10]=[CH:9][CH:8]=[C:7]2[C:3]=1[CH2:4][CH2:5][C:6]2=[O:11].Br[CH2:13][C:14]([O:16][CH2:17]C)=[O:15]>[Li+].C[Si]([N-][Si](C)(C)C)(C)C>[CH3:17][O:16][C:14](=[O:15])[CH2:13][CH:5]1[CH2:4][C:3]2[C:7](=[CH:8][CH:9]=[CH:10][C:2]=2[Br:1])[C:6]1=[O:11] |f:2.3|. Procedure: To a solution of 4-bromoindanone (15.8 g, 75 mmol) at −78° C. was added LiHMDS (1 M in THF, 90 mL). The slight brown solution was allowed to warm up to 0° C., and was cooled again to −75° and ethyl 2-bromoacetate (9.1 mL, 82 mmol) was added dropwise. The mixture was allowed to warm up over night (−75° C. to −20° C. over 12 h). The mixture was quenched with sat. ammonium chloride and was extracted with ethyl acetate. Flash chromatography give 19.5 g of the title compound in a mixture with the sta...